describe an organic reaction: reactants, conditions, products, and yield From a dataset of the Open Reaction Database (ORD), a public repository of structured organic reaction records. Reactants: N1=CC=CC=C1 (pyridine), O (water), N1=NC(=CC=C1)CC(C)O (1-(3-Pyridazinyl)-2-propanol), C1(=CC=C(C=C1)S(=O)(=O)Cl)C (4-toluenesulfonyl chloride). Solvent: ClCCl (dichloromethane), C(C)(=O)OCC (ethyl acetate). Reaction conditions: time 19 hour. Product: C1(=CC=C(C=C1)S(=O)(=O)OC(CC=1N=NC=CC1)C)C (3-[2-(4-Toluenesulfonyloxy)propyl]pyridazine). The yield is 55.7%. RXN SMILES: [N:1]1[CH:6]=[CH:5][CH:4]=[C:3]([CH2:7][CH:8]([OH:10])[CH3:9])[N:2]=1.N1C=CC=CC=1.[C:17]1([CH3:27])[CH:22]=[CH:21][C:20]([S:23](Cl)(=[O:25])=[O:24])=[CH:19][CH:18]=1.O>ClCCl.C(OCC)(=O)C>[C:17]1([CH3:27])[CH:22]=[CH:21][C:20]([S:23]([O:10][CH:8]([CH3:9])[CH2:7][C:3]2[N:2]=[N:1][CH:6]=[CH:5][CH:4]=2)(=[O:25])=[O:24])=[CH:19][CH:18]=1. Procedure: 1-(3-Pyridazinyl)-2-propanol (1.40 g) was dissolved in dichloromethane (10 ml). To the solution were added, at 0° C., pyridine (1.63 ml) and 4-toluenesulfonyl chloride (2.89 g), successively. The mixture was stirred for 19 hours at the same temperature, to which was added water (10 ml). The mixture was stirred for 2 hours, to which was added ethyl acetate (80 ml). The organic layer was separated and washed with a saturated aqueous saline solution and dried over anhydrous sodium sulfate, followed... Reactants: CCOCC, CC(C)C[AlH]CC(C)C, Cc1ccccc1, O, COC(=O)c1ccnc(C(=O)OC)c1. Product: COC(=O)c1ccnc(C=O)c1. Reaction SMILES: [CH2:25]([O:26][CH2:27][CH3:28])[CH3:29].[CH3:15][CH:16]([CH2:17][AlH:18][CH2:19][CH:20]([CH3:21])[CH3:22])[CH3:23].[CH3:30][c:31]1[cH:32][cH:33][cH:34][cH:35][cH:36]1.[OH2:24].[n:1]1[c:2]([C:11](=[O:12])[O:13][CH3:14])[cH:3][c:4]([C:7](=[O:8])[O:9][CH3:10])[cH:5][cH:6]1>>[n:1]1[c:2]([CH:11]=[O:12])[cH:3][c:4]([C:7](=[O:8])[O:9][CH3:10])[cH:5][cH:6]1. Starting materials: C(C)(C)(C)C1=CC(=C(C=N1)C=1N([C@]([C@](N1)(C)C1=CC=C(C=C1)Cl)(C)C1=CC=C(C=C1)Cl)C(=O)N1CCC(CC1)CC(=O)O)OCC ({1-[(4S,5R)-2-(6-tert-butyl-4-ethoxy-pyridin-3-yl)-4,5-bis-(4-chloro-phenyl)-4,5-dimethyl-4,5-dihydro-imidazole-1-carbonyl]-piperidin-4-yl}-acetic acid), ClC1=C(N)C=C(C=C1)C (2-chloro-5-methylaniline). The product is C(C)(C)(C)C1=CC(=C(C=N1)C=1N([C@]([C@](N1)(C)C1=CC=C(C=C1)Cl)(C)C1=CC=C(C=C1)Cl)C(=O)N1CCC(CC1)CC(=O)NC1=C(C=CC(=C1)C)Cl)OCC (2-{1-[(4S,5R)-2-(6-tert-Butyl-4-ethoxy-pyridin-3-yl)-4,5-bis-(4-chloro-phenyl)-4,5-dimethyl-4,5-dihydro-imidazole-1-carbonyl]-piperidin-4-yl}-N-(2-chloro-5-methyl-phenyl)-acetamide). As a reaction SMILES: [C:1]([C:5]1[N:10]=[CH:9][C:8]([C:11]2[N:12]([C:32]([N:34]3[CH2:39][CH2:38][CH:37]([CH2:40][C:41]([OH:43])=O)[CH2:36][CH2:35]3)=[O:33])[C@@:13]([C:25]3[CH:30]=[CH:29][C:28]([Cl:31])=[CH:27][CH:26]=3)([CH3:24])[C@@:14]([C:17]3[CH:22]=[CH:21][C:20]([Cl:23])=[CH:19][CH:18]=3)([CH3:16])[N:15]=2)=[C:7]([O:44][CH2:45][CH3:46])[CH:6]=1)([CH3:4])([CH3:3])[CH3:2].[Cl:47][C:48]1[CH:54]=[CH:53][C:52]([CH3:55])=[CH:51][C:49]=1[NH2:50]>>[C:1]([C:5]1[N:10]=[CH:9][C:8]([C:11]2[N:12]([C:32]([N:34]3[CH2:35][CH2:36][CH:37]([CH2:40][C:41]([NH:50][C:49]4[CH:51]=[C:52]([CH3:55])[CH:53]=[CH:54][C:48]=4[Cl:47])=[O:43])[CH2:38][CH2:39]3)=[O:33])[C@@:13]([C:25]3[CH:26]=[CH:27][C:28]([Cl:31])=[CH:29][CH:30]=3)([CH3:24])[C@@:14]([C:17]3[CH:22]=[CH:21][C:20]([Cl:23])=[CH:19][CH:18]=3)([CH3:16])[N:15]=2)=[C:7]([O:44][CH2:45][CH3:46])[CH:6]=1)([CH3:4])([CH3:2])[CH3:3]. Procedure: In a manner analogous to the method described in example 163, {1-[(4S,5R)-2-(6-tert-butyl-4-ethoxy-pyridin-3-yl)-4,5-bis-(4-chloro-phenyl)-4,5-dimethyl-4,5-dihydro-imidazole-1-carbonyl]-piperidin-4-yl}-acetic acid was reacted with 2-chloro-5-methylaniline (Aldrich) to give the title product. LC-MS (ES+) 788 [(M+H)+]. Starting materials: CCCOc1ccc(S(=O)(=O)N2CCN(CC)CC2)cc1-c1nc2ncn(-c3ccc([N+](=O)[O-])cc3)c2c(=O)[nH]1, CC(=O)O, [Fe], O. Product: CCCOc1ccc(S(=O)(=O)N2CCN(CC)CC2)cc1-c1nc2ncn(-c3ccc(N)cc3)c2c(=O)[nH]1. Reaction SMILES: [CH2:1]([CH3:2])[N:3]1[CH2:4][CH2:5][N:6]([S:9](=[O:10])(=[O:11])[c:12]2[cH:13][cH:14][c:15]([O:37][CH2:38][CH2:39][CH3:40])[c:16](-[c:18]3[nH:19][c:20](=[O:36])[c:21]4[n:22](-[c:27]5[cH:28][cH:29][c:30]([N+:33]([O-:34])=[O:35])[cH:31][cH:32]5)[cH:23][n:24][c:25]4[n:26]3)[cH:17]2)[CH2:7][CH2:8]1.[CH3:41][C:42](=[O:43])[OH:44].[Fe:46].[OH2:45]>>[CH2:1]([CH3:2])[N:3]1[CH2:4][CH2:5][N:6]([S:9](=[O:10])(=[O:11])[c:12]2[cH:13][cH:14][c:15]([O:37][CH2:38][CH2:39][CH3:40])[c:16](-[c:18]3[nH:19][c:20](=[O:36])[c:21]4[n:22](-[c:27]5[cH:28][cH:29][c:30]([NH2:33])[cH:31][cH:32]5)[cH:23][n:24][c:25]4[n:26]3)[cH:17]2)[CH2:7][CH2:8]1. The reactants are [H-].[Na+] (sodium hydride), NC1=NC(=C2N=CN(C2=N1)[C@H]1C=C[C@H](C1)CO)Cl ((±)-cis-4-(2-Amino-6-chloro-9H-purin-9-yl)-2-cyclopentene-1-methanol). Conditions: temperature 80 celsius, time 2 hour. The product is NC1=NC(=C2N=CN(C2=N1)[C@H]1C=C[C@H](C1)CO)OCCC ((±)-cis-4-(2-Amino-6-propoxy-9H-purin-9-yl)-2-cyclopentene-1-methanol). Reaction SMILES: [H-].[Na+].[NH2:3][C:4]1[N:12]=[C:11]2[C:7]([N:8]=[CH:9][N:10]2[C@@H:13]2[CH2:17][C@H:16]([CH2:18][OH:19])[CH:15]=[CH:14]2)=[C:6](Cl)[N:5]=1>>[NH2:3][C:4]1[N:12]=[C:11]2[C:7]([N:8]=[CH:9][N:10]2[C@@H:13]2[CH2:17][C@H:16]([CH2:18][OH:19])[CH:15]=[CH:14]2)=[C:6]([O:19][CH2:18][CH2:16][CH3:15])[N:5]=1 |f:0.1|. Procedure details: A flask was charged with sodium hydride (60% oil dispersion 158 m8, 3 mMol) which was then washed with hexanes before the addition of n-propanol (25 mL). (±)-cis-4-(2-Amino-6-chloro-9H-purin-9-yl)-2-cyclopentene-1-methanol from Example 4 (400 mg, 1.5 mmol) was added and the solution was stirred at 80° C. for 2 hours and the neutralized by the addition of 1.0 N HC1. Concentration of the solution afforded the crude product which was purified by elution from a silica gel column with 2% methanol-chl... The product is C(C)[Si](OC(CO[Si](C)(C)C)O[Si](C)(C)C)(CC)CC (1-(triethylsilyloxy)-1,2-bis(trimethylsilyloxy)ethane). Conditions: temperature -78 celsius, time 30 minute. Reaction SMILES: C(NC(C)C)(C)C.C([Li])CCC.[CH2:13]([Si:15](Cl)([CH2:18][CH3:19])[CH2:16][CH3:17])[CH3:14].[CH3:21][Si:22]([O:25][C:26](=[O:33])[CH2:27][O:28][Si:29]([CH3:32])([CH3:31])[CH3:30])([CH3:24])[CH3:23]>C1COCC1>[CH2:13]([Si:15]([CH2:18][CH3:19])([CH2:16][CH3:17])[O:33][CH:26]([O:25][Si:22]([CH3:24])([CH3:23])[CH3:21])[CH2:27][O:28][Si:29]([CH3:30])([CH3:32])[CH3:31])[CH3:14]. Run in C1CCOC1 (THF), hexanes. Reactants: C(C)(C)NC(C)C (diisopropylamine), C(CCC)[Li] (n-butyl lithium), C[Si](C)(C)OC(CO[Si](C)(C)C)=O (trimethylsilyl-2-(trimethylsiloxy)acetate), C(C)[Si](CC)(CC)Cl (triethylsilylchloride). Procedure: To a solution of diisopropylamine (15.5 mL, 0.11 mol) in THF (100 mL) at −78° C. was added a 1.6 M hexanes solution of n-butyl lithium (70 mL, 0.11 mol) over 15 minutes. After stirring for an additional 15 minutes at this temperature, triethylsilylchloride (16.7 mL, 0.1 mol) was added over 10 minutes followed by the addition of trimethylsilyl-2-(trimethylsiloxy)acetate (24.4 mL, 0.1 mol) over 30 minutes. The reaction was stirred at −78° C. for 30 minutes and warmed to ambient temperature by remo... Reaction SMILES: [C:1]([NH:4][C:5]1[N:10]=[CH:9][C:8](/[CH:11]=[CH:12]/[C:13]([OH:15])=[O:14])=[CH:7][CH:6]=1)(=[O:3])[CH3:2].[CH3:16][Si](C=[N+]=[N-])(C)C>ClCCl.CO>[C:1]([NH:4][C:5]1[N:10]=[CH:9][C:8](/[CH:11]=[CH:12]/[C:13]([O:15][CH3:16])=[O:14])=[CH:7][CH:6]=1)(=[O:3])[CH3:2]. Procedure: To a suspension of (E)-3-(6-acetylaminopyridin-3-yl)acrylic acid (200 mg) in a mixture of dichloromethane (3 ml) and methanol (3 ml) was added a solution of 10% trimethylsilyldiazomethane (3 ml) at ambient temperature and the mixture was stirred for 3 hours. The reaction mixture was evaporated in vacuo, poured into water and extracted with dichloromethane. The organic layer was washed with water and brine, dried over magnesium sulfate and evaporated in vacuo. The residue was collected by vacuum ... Run in ClCCl (dichloromethane), CO (methanol). Product: C(C)(=O)NC1=CC=C(C=N1)/C=C/C(=O)OC (methyl (E)-3-(6-acetylaminopyridin-3-yl)acrylate). Run at time 3 hour. The reactants are C(C)(=O)NC1=CC=C(C=N1)/C=C/C(=O)O ((E)-3-(6-acetylaminopyridin-3-yl)acrylic acid), C[Si](C)(C)C=[N+]=[N-] (trimethylsilyldiazomethane). Reactants: [H-].[Na+] (Sodium hydride), C1(=CC=CC=C1)C(C#N)C1=CC=CC=C1 (diphenylacetonitrile), C(C1=CC=CC=C1)N(C)C(C)(CCCl)C (2-(N-benzyl-N-methylamino)-4-chloro-2-methylbutane). The solvent is C1(=CC=CC=C1)C (toluene), C1(=CC=CC=C1)C (toluene). The product is C(C1=CC=CC=C1)N(C)C(CCC(C1=CC=CC=C1)(C1=CC=CC=C1)C#N)(C)C (4-(N-benzyl-N-methylamino)-1-cyano-1,1-diphenyl-4-methylpentane). Reaction SMILES: [H-].[Na+].[C:3]1([CH:9]([C:12]2[CH:17]=[CH:16][CH:15]=[CH:14][CH:13]=2)[C:10]#[N:11])[CH:8]=[CH:7][CH:6]=[CH:5][CH:4]=1.[CH2:18]([N:25]([C:27]([CH3:32])([CH2:29][CH2:30]Cl)[CH3:28])[CH3:26])[C:19]1[CH:24]=[CH:23][CH:22]=[CH:21][CH:20]=1>C1(C)C=CC=CC=1>[CH2:18]([N:25]([C:27]([CH3:28])([CH3:32])[CH2:29][CH2:30][C:9]([C:10]#[N:11])([C:3]1[CH:4]=[CH:5][CH:6]=[CH:7][CH:8]=1)[C:12]1[CH:13]=[CH:14][CH:15]=[CH:16][CH:17]=1)[CH3:26])[C:19]1[CH:24]=[CH:23][CH:22]=[CH:21][CH:20]=1 |f:0.1|. Procedure details: Sodium hydride (4.4 g of a 60% dispersion in mineral oil) was added in portions to a solution of diphenylacetonitrile (19.3 g) in anhydrous toluene (100 ml). The mixture was heated under reflux for 1.5 hours then allowed to cool to 50° whereupon a solution of 2-(N-benzyl-N-methylamino)-4-chloro-2-methylbutane (11.3 g-see Preparation 11) in anhydrous toluene (20 ml) was added and the mixture heated under reflux for 3 hours. The mixture was partitioned between toluene (200 ml) and 10% aqueous sodi... The reactants are CC1(C)CC(c2ccccn2)c2cc([N+](=O)[O-])ccc2O1, O=C(OO)c1cccc(Cl)c1, ClCCl. Product: CC1(C)CC(c2cccc[n+]2[O-])c2cc([N+](=O)[O-])ccc2O1. As a reaction SMILES: [CH3:1][C:2]1([CH3:21])[O:3][c:4]2[c:5]([cH:14][c:15]([N+:18](=[O:19])[O-:20])[cH:16][cH:17]2)[CH:6]([c:8]2[n:9][cH:10][cH:11][cH:12][cH:13]2)[CH2:7]1.[Cl:22][c:23]1[cH:24][cH:25][cH:26][c:27]([C:28]([O:29][OH:31])=[O:30])[cH:32]1.[Cl:33][CH2:34][Cl:35]>>[CH3:1][C:2]1([CH3:21])[O:3][c:4]2[c:5]([cH:14][c:15]([N+:18](=[O:19])[O-:20])[cH:16][cH:17]2)[CH:6]([c:8]2[n+:9]([O-:30])[cH:10][cH:11][cH:12][cH:13]2)[CH2:7]1. The reactants are F[B-](F)(F)F, CCN(C(C)C)C(C)C, Cn1ncc(Cl)c1C(=O)O, CN(C)C=O, Nc1cc2nc(-c3ccccc3)cn2cn1, CN(C)C(On1nnc2ccccc21)=[N+](C)C. The product is Cn1ncc(Cl)c1C(=O)Nc1cc2nc(-c3ccccc3)cn2cn1. As a reaction SMILES: [B-:20]([F:21])([F:22])([F:23])[F:24].[CH:1]([N:2]([CH:3]([CH3:4])[CH3:5])[CH2:6][CH3:7])([CH3:8])[CH3:9].[Cl:10][c:11]1[c:12]([C:17](=[O:18])[OH:19])[n:13]([CH3:16])[n:14][cH:15]1.[O:58]=[CH:59][N:60]([CH3:61])[CH3:62].[c:42]1(-[c:48]2[n:49][c:50]3[n:51]([cH:52][n:53][c:54]([NH2:56])[cH:55]3)[cH:57]2)[cH:43][cH:44][cH:45][cH:46][cH:47]1.[n:25]1([O:26][C:27]([N:28]([CH3:29])[CH3:30])=[N+:31]([CH3:32])[CH3:33])[c:34]2[cH:35][cH:36][cH:37][cH:38][c:39]2[n:40][n:41]1>>[Cl:10][c:11]1[c:12]([C:17](=[O:19])[NH:56][c:54]2[n:53][cH:52][n:51]3[c:50]([n:49][c:48](-[c:42]4[cH:43][cH:44][cH:45][cH:46][cH:47]4)[cH:57]3)[cH:55]2)[n:13]([CH3:16])[n:14][cH:15]1.